Dataset: the Open Reaction Database (ORD), a public repository of structured organic reaction records. Task: describe an organic reaction: reactants, conditions, products, and yield Reactants: ⟦2,3-dihydroxanthotoxin⟧, C1(=CC=CC=C1)C (toluene), ⟦2,3-dihydroxanthotoxin⟧, ClC=1C(C(=C(C(C1Cl)=O)C#N)C#N)=O (2,3-dichloro-5,6-dicyano-1,4-benzoquinone). The solvent is ClC1=CC=CC=C1 (chlorobenzene). The product is ClC1=C(O)C(=C(C(=C1Cl)O)C#N)C#N (2,3-dichloro-5,6-dicyano-hydroquinone). RXN SMILES: [Cl:1][C:2]1[C:3](=[O:14])[C:4]([C:12]#[N:13])=[C:5]([C:10]#[N:11])[C:6](=[O:9])[C:7]=1[Cl:8].C1(C)C=CC=CC=1>ClC1C=CC=CC=1>[Cl:1][C:2]1[C:7]([Cl:8])=[C:6]([OH:9])[C:5]([C:10]#[N:11])=[C:4]([C:12]#[N:13])[C:3]=1[OH:14]. Procedure details: The ⟦2,3-dihydroxanthotoxin⟧ 4',5'-dihydroxanthotoxin thus obtained is then dehydrogenated. This advantageously is effected by heating the ⟦2,3-dihydroxanthotoxin⟧ 4',5'-dihydroxanthotoxin with 2,3-dichloro-5,6-dicyano-1,4-benzoquinone in a substantially inert solvent, for example, toluene or chlorobenzene, advantageously at reflux, until substantial dehydrogenation is obtained. The 2,3-dichloro-5,6-dicyano-hydroquinone formed and any residual 2,3-dichloro-5,6-dicyano-1,4-benzoquinone are remove... The reactants are O=C([O-])[O-], CCOC(C)=O, CCNCC1CCC1, Cc1cccc2cc(C=O)c(Cl)nc12, [K+], [K+], CN(C)C=O, O. The product is CCN(CC1CCC1)c1nc2c(C)cccc2cc1C=O. RXN SMILES: [C:1](=[O:2])([O-:3])[O-:4].[CH3:35][CH2:36][O:37][C:38](=[O:39])[CH3:40].[CH:21]1([CH2:25][NH:26][CH2:27][CH3:28])[CH2:22][CH2:23][CH2:24]1.[Cl:7][c:8]1[n:9][c:10]2[c:11]([CH3:20])[cH:12][cH:13][cH:14][c:15]2[cH:16][c:17]1[CH:18]=[O:19].[K+:5].[K+:6].[O:30]=[CH:31][N:32]([CH3:33])[CH3:34].[OH2:29]>>[c:8]1([N:26]([CH2:25][CH:21]2[CH2:22][CH2:23][CH2:24]2)[CH2:27][CH3:28])[n:9][c:10]2[c:11]([CH3:20])[cH:12][cH:13][cH:14][c:15]2[cH:16][c:17]1[CH:18]=[O:19]. The reactants are C(C)OC(=O)[C@@H](CCC1CCCCC1)N[C@H]1COC2=C(N(C1=O)CC(=O)OCC1=CC=CC=C1)C=CC=C2 (benzyl 3(S)-[1(R)-ethoxycarbonyl-3-cyclohexylpropyl]amino-4-oxo-2,3,4,5-tetrahydro-1,5-benzoxazepine-5-acetate), C(C)(=O)OCC.Cl (hydrogen chloride-ethyl acetate). The reagents and catalysts are [C].[Pd] (palladium-carbon). The solvent is CCOCC (ether). Yields the product Cl.C(C)OC(=O)[C@@H](CCC1CCCCC1)N[C@H]1COC2=C(N(C1=O)CC(=O)O)C=CC=C2 (3(S)-[1(R)-ethoxycarbonyl-3-cyclohexylpropyl]amino-4-oxo-2,3,4,5-tetrahydro-1,5-benzoxazepine-5-acetic acid hydrochloride). As a reaction SMILES: [CH2:1]([O:3][C:4]([C@H:6]([NH:15][C@@H:16]1[C:22](=[O:23])[N:21]([CH2:24][C:25]([O:27]CC2C=CC=CC=2)=[O:26])[C:20]2[CH:35]=[CH:36][CH:37]=[CH:38][C:19]=2[O:18][CH2:17]1)[CH2:7][CH2:8][CH:9]1[CH2:14][CH2:13][CH2:12][CH2:11][CH2:10]1)=[O:5])[CH3:2].C(OCC)(=O)C.[ClH:45]>[C].[Pd].CCOCC>[ClH:45].[CH2:1]([O:3][C:4]([C@H:6]([NH:15][C@@H:16]1[C:22](=[O:23])[N:21]([CH2:24][C:25]([OH:27])=[O:26])[C:20]2[CH:35]=[CH:36][CH:37]=[CH:38][C:19]=2[O:18][CH2:17]1)[CH2:7][CH2:8][CH:9]1[CH2:14][CH2:13][CH2:12][CH2:11][CH2:10]1)=[O:5])[CH3:2] |f:1.2,3.4,6.7|. Procedure: Catalytic reduction of benzyl 3(S)-[1(R)-ethoxycarbonyl-3-cyclohexylpropyl]amino-4-oxo-2,3,4,5-tetrahydro-1,5-benzoxazepine-5-acetate (0.35 g) obtained in Example 21 is carried out using 10% palladium-carbon as a catalyst in a manner similar to that described in Example 17. The oily product is dissolved in ether, and 0.5 ml of hydrogen chloride-ethyl acetate solution (5N) is added dropwise to the solution to give 0.18 g of 3(S)-[1(R)-ethoxycarbonyl-3-cyclohexylpropyl]amino-4-oxo-2,3,4,5-tetrahyd...